Dataset: the Open Reaction Database (ORD), a public repository of structured organic reaction records. Task: describe an organic reaction: reactants, conditions, products, and yield The reactants are FC1=CC=C(C(=C1C(=O)O)N1N=CC=N1)C (6-fluoro-3-methyl-2-(2H-1,2,3-triazol-2-yl)benzoic acid), FC1=C(C(=C(C(=O)O)C=C1)I)C (4-fluoro-2-iodo-3-methylbenzoic acid). Yields the product FC1=C(C(=C(C(=O)O)C=C1)N1N=CC=N1)C (4-Fluoro-3-methyl-2-(2H-1,2,3-triazol-2-yl)benzoic acid). As a reaction SMILES: F[C:2]1[C:7]([C:8]([OH:10])=[O:9])=[C:6]([N:11]2[N:15]=[CH:14][CH:13]=[N:12]2)[C:5]([CH3:16])=[CH:4][CH:3]=1.[F:17]C1C=CC(C(O)=O)=C(I)C=1C>>[F:17][C:4]1[CH:3]=[CH:2][C:7]([C:8]([OH:10])=[O:9])=[C:6]([N:11]2[N:15]=[CH:14][CH:13]=[N:12]2)[C:5]=1[CH3:16]. Procedure details: The title compound was prepared following the same general protocol as described for 6-fluoro-3-methyl-2-(2H-1,2,3-triazol-2-yl)benzoic acid in Example A352 using 4-fluoro-2-iodo-3-methylbenzoic acid. MS (ESI) 222 (M+H). The reactants are [C-]#N.[K+] (potassium cyanide), ClC1=NC=C(C(=N1)NCC1=CC(=C(C=C1)OC)Cl)C(=O)C1=CC(=C(C(=C1)OC)OC)OC (2-chloro-5-(3,4,5-trimethoxyphenylcarbonyl)-4-(3-chloro-4-methoxybenzylamino)pyrimidine), O (water), OC1CCNCC1 (4-hydroxypiperidine). The reagents and catalysts are C1(=CC=CC=C1)P(C1=CC=CC=C1)C1=CC=CC=C1.[Pd](Cl)Cl (palladium chloride triphenylphosphine). The solvent is CN(C=O)C (dimethylformamide). Conditions: time 1 hour. Product: C(#N)C1=NC=C(C(=N1)NCC1=CC(=C(C=C1)OC)Cl)C(=O)C1=CC(=C(C(=C1)OC)OC)OC (2-cyano-5-(3,4,5-trimethoxyphenylcarbonyl)-4-(3-chloro-4-methoxybenzylamino)pyrimidine). As a reaction SMILES: Cl[C:2]1[N:7]=[C:6]([NH:8][CH2:9][C:10]2[CH:15]=[CH:14][C:13]([O:16][CH3:17])=[C:12]([Cl:18])[CH:11]=2)[C:5]([C:19]([C:21]2[CH:26]=[C:25]([O:27][CH3:28])[C:24]([O:29][CH3:30])=[C:23]([O:31][CH3:32])[CH:22]=2)=[O:20])=[CH:4][N:3]=1.[C-]#N.[K+].OC1CC[NH:40][CH2:39]C1.O>CN(C)C=O.C1(P(C2C=CC=CC=2)C2C=CC=CC=2)C=CC=CC=1.[Pd](Cl)Cl>[C:39]([C:2]1[N:7]=[C:6]([NH:8][CH2:9][C:10]2[CH:15]=[CH:14][C:13]([O:16][CH3:17])=[C:12]([Cl:18])[CH:11]=2)[C:5]([C:19]([C:21]2[CH:22]=[C:23]([O:31][CH3:32])[C:24]([O:29][CH3:30])=[C:25]([O:27][CH3:28])[CH:26]=2)=[O:20])=[CH:4][N:3]=1)#[N:40] |f:1.2,6.7|. Procedure: A mixture of 101 mg of 2-chloro-5-(3,4,5-trimethoxyphenylcarbonyl)-4-(3-chloro-4-methoxybenzylamino)pyrimidine prepared in above Example 1-(3), potassium cyanide 27.5 mg and palladium chloride triphenylphosphine 3 mg in dimethylformamide 3 ml is stirred at 120° C. for 7 hours. To the reaction mixture is added 4-hydroxypiperidine, and the mixture is stirred at room temperature for 1 hour. The reaction mixture is poured into water and is twice extracted with ethyl acetate. The extract is washed wi... Starting materials: C(C)(=O)C=1C=NC=CC1CC1C(C2=CC=C(C=C2CC1)OC)=O (2-[(3-acetyl-4-pyridyl)methyl]-6-methoxy-tetralin-1-one), FC=1C=C(CBr)C=CC1 (3-fluorobenzyl bromide). The product is [Br-].C(C)(=O)C=1C=[N+](C=CC1CC1C(C2=CC=C(C=C2CC1)OC)=O)CC1=CC(=CC=C1)F (2-[[3-acetyl-1-[(3-fluorophenyl)methyl]pyridin-1-ium-4-yl]methyl]-6-methoxy-tetralin-1-one bromide). As a reaction SMILES: [C:1]([C:4]1[CH:5]=[N:6][CH:7]=[CH:8][C:9]=1[CH2:10][CH:11]1[CH2:20][CH2:19][C:18]2[C:13](=[CH:14][CH:15]=[C:16]([O:21][CH3:22])[CH:17]=2)[C:12]1=[O:23])(=[O:3])[CH3:2].[F:24][C:25]1[CH:26]=[C:27]([CH:30]=[CH:31][CH:32]=1)[CH2:28][Br:29]>>[Br-:29].[C:1]([C:4]1[CH:5]=[N+:6]([CH2:28][C:27]2[CH:30]=[CH:31][CH:32]=[C:25]([F:24])[CH:26]=2)[CH:7]=[CH:8][C:9]=1[CH2:10][CH:11]1[CH2:20][CH2:19][C:18]2[C:13](=[CH:14][CH:15]=[C:16]([O:21][CH3:22])[CH:17]=2)[C:12]1=[O:23])(=[O:3])[CH3:2] |f:2.3|. Procedure: The title compound 128 is prepared according to the procedure reported in Example 38.1 with compound 103 (62 mg, 0.2 mmol) and 3-fluorobenzyl bromide (37 μL, 0.3 mmol) as reactants. White solid. (Yield 83.1 mg, 83%). The reactants are C(C)(=O)C=1C(NC2=C(C=C(C(=C2C1C)OS(=O)(=O)O)Cl)C(F)(F)F)=O (3-Acetyl-6-chloro-4-methylsulfoxy-8-trifluoromethyl-2-quinolinone), CSCCN (methylthioethylamine). Yields the product C(C)(=O)C=1C(NC2=C(C=C(C=C2C1NCCSC)Cl)C(F)(F)F)=O (3-Acetyl-6-chloro-4-methylthioethylamino-8-trifluoromethyl-2-quinolinone). Yield: 75.8%. As a reaction SMILES: [C:1]([C:4]1[C:5](=[O:25])[NH:6][C:7]2[C:12]([C:13]=1C)=[C:11](OS(O)(=O)=O)[C:10]([Cl:20])=[CH:9][C:8]=2[C:21]([F:24])([F:23])[F:22])(=[O:3])[CH3:2].[CH3:26][S:27][CH2:28][CH2:29][NH2:30]>>[C:1]([C:4]1[C:5](=[O:25])[NH:6][C:7]2[C:12]([C:13]=1[NH:30][CH2:29][CH2:28][S:27][CH3:26])=[CH:11][C:10]([Cl:20])=[CH:9][C:8]=2[C:21]([F:22])([F:23])[F:24])(=[O:3])[CH3:2]. Procedure: 3-Acetyl-6-chloro-4-methylsulfoxy-8-trifluoromethyl-2-quinolinone (351 mg, 1 mmol) and methylthioethylamine (91 mg, 1 mmol) were used and the reaction was carried out as in the above process of example 1 to obtain the desired product (287 mg, yield: 76%). The reactants are C(C)OC(=O)C=1C(=NC(=C(C1C(=O)OCC)[N+](=O)[O-])C1=CC=CC=C1)S(=O)(=O)C1=CC=C(C=C1)C (3,4-diethoxycarbonyl-5-nitro-6-phenyl-2-(p-tolylsulfonyl)pyridine), reduced iron, whereto, C(C)(=O)O (acetic acid). Run in C(C)O (ethanol). Reaction conditions: temperature 80 celsius, time 4.5 hour. Yields the product NC=1C(=NC(=C(C1C(=O)OCC)C(=O)OCC)S(=O)(=O)C1=CC=C(C=C1)C)C1=CC=CC=C1 (3-Amino-4,5-diethoxycarbonyl-2-phenyl-6-(p-tolylsulfonyl)pyridine). Yield: 43.8%. As a reaction SMILES: [CH2:1]([O:3][C:4]([C:6]1[C:7]([S:26]([C:29]2[CH:34]=[CH:33][C:32]([CH3:35])=[CH:31][CH:30]=2)(=[O:28])=[O:27])=[N:8][C:9]([C:20]2[CH:25]=[CH:24][CH:23]=[CH:22][CH:21]=2)=[C:10]([N+:17]([O-])=O)[C:11]=1[C:12]([O:14][CH2:15][CH3:16])=[O:13])=[O:5])[CH3:2].C(O)(=O)C>C(O)C>[NH2:17][C:10]1[C:9]([C:20]2[CH:25]=[CH:24][CH:23]=[CH:22][CH:21]=2)=[N:8][C:7]([S:26]([C:29]2[CH:30]=[CH:31][C:32]([CH3:35])=[CH:33][CH:34]=2)(=[O:28])=[O:27])=[C:6]([C:4]([O:3][CH2:1][CH3:2])=[O:5])[C:11]=1[C:12]([O:14][CH2:15][CH3:16])=[O:13]. Procedure: In 10 ml of ethanol was suspended 0.35 g of 3,4-diethoxycarbonyl-5-nitro-6-phenyl-2-(p-tolylsulfonyl)pyridine, whereto 2 ml of acetic acid and 0.15 g of reduced iron were added. The mixture was stirred at 80° C. for 4.5 hours. After ethanol was distilled off, the residue was neutralized with an aqueous solution of sodium hydrogencarbonate, followed by extraction with ethyl acetate. The organic layer was washed with a saturated aqueous solution of sodium chloride and dried over sodium sulfate, fo... Starting materials: O=C1c2ccccc2C(=O)N1Cc1nnnn1Cc1ccccc1, CCO, CCOCC, Cl, NN. Yields the product NCc1nnnn1Cc1ccccc1. Reaction SMILES: [CH2:1]([c:2]1[cH:3][cH:4][cH:5][cH:6][cH:7]1)[n:8]1[n:9][n:10][n:11][c:12]1[CH2:13][N:14]1[C:15](=[O:16])[c:17]2[c:18]([cH:19][cH:20][cH:21][cH:22]2)[C:23]1=[O:24].[CH3:28][CH2:29][OH:30].[CH3:31][CH2:32][O:33][CH2:34][CH3:35].[ClH:27].[NH2:25][NH2:26]>>[CH2:1]([c:2]1[cH:3][cH:4][cH:5][cH:6][cH:7]1)[n:8]1[n:9][n:10][n:11][c:12]1[CH2:13][NH2:14].